From a dataset of the Open Reaction Database (ORD), a public repository of structured organic reaction records. describe an organic reaction: reactants, conditions, products, and yield The reactants are intermediate ( 13 ), Cl.FC1=CC2=C(C(=NO2)C2CCNCC2)C=C1 (6-fluoro-3-(4-piperidinyl)-1,2-benzisoxazole monohydrochloride), C([O-])([O-])=O.[Na+].[Na+] (sodium carbonate), CN(C=O)C (N,N-dimethylformamide). Reaction conditions: time 6 hour. The product is FC1=CC2=C(C(=NO2)C2CCN(CC2)CCC2=C(N=C3N(C2=O)CCCC3OC)C)C=C1 ((±)-3-[2-[4-(6-fluoro-1,2-benzisoxazol-3-yl)-1-piperidinyl]ethyl]-6,7,8,9-tetrahydro-9-methoxy-2-methyl-4H-pyrido[1,2-a]pyrimidin-4-one). Yield: 36.0%. As a reaction SMILES: Cl.[F:2][C:3]1[CH:17]=[CH:16][C:6]2[C:7]([CH:10]3[CH2:15][CH2:14][NH:13][CH2:12][CH2:11]3)=[N:8][O:9][C:5]=2[CH:4]=1.[C:18](=[O:21])([O-])[O-].[Na+].[Na+].[CH3:24][N:25]([CH3:28])[CH:26]=[O:27]>>[F:2][C:3]1[CH:17]=[CH:16][C:6]2[C:7]([CH:10]3[CH2:11][CH2:12][N:13]([CH2:4][CH2:5][C:6]4[C:26](=[O:27])[N:25]5[CH2:28][CH2:16][CH2:17][CH:3]([O:21][CH3:18])[C:24]5=[N:8][C:7]=4[CH3:10])[CH2:14][CH2:15]3)=[N:8][O:9][C:5]=2[CH:4]=1 |f:0.1,2.3.4|. Reported procedure: A mixture of intermediate (13) (0.012 mol), 6-fluoro-3-(4-piperidinyl)-1,2-benzisoxazole monohydrochloride (0.010 mol) and sodium carbonate (0.025 mol) in N,N-dimethylformamide (50 ml) was stirred for 6 hours at 80°-90° C. The reaction mixture was filtered and the filtrate was evaporated. Water was added to the residue and this mixture was extracted with dichloromethane. The separated organic layer was dried (MgSO4), filtered and the solvent was evaporated. The residue was purified by column chr... Yields the product Cc1cncc(COc2cccc(C(N)=O)c2)c1. Reaction SMILES: [Br:1][N:2]1[C:3](=[O:4])[CH2:5][CH2:6][C:7]1=[O:8].[Cl:33][C:34]([Cl:35])([Cl:36])[Cl:37].[Cl:43][CH2:44][Cl:45].[K+:27].[K+:28].[O-:29][C:30]([O-:31])=[O:32].[O:38]=[CH:39][N:40]([CH3:41])[CH3:42].[OH:17][c:18]1[cH:19][c:20]([C:24](=[O:25])[NH2:26])[cH:21][cH:22][cH:23]1.[n:9]1[cH:10][c:11]([CH3:16])[cH:12][c:13]([CH3:15])[cH:14]1>>[n:9]1[cH:10][c:11]([CH2:16][O:17][c:18]2[cH:19][c:20]([C:24](=[O:25])[NH2:26])[cH:21][cH:22][cH:23]2)[cH:12][c:13]([CH3:15])[cH:14]1. The reactants are O=C1CCC(=O)N1Br, ClC(Cl)(Cl)Cl, ClCCl, [K+], [K+], O=C([O-])[O-], CN(C)C=O, NC(=O)c1cccc(O)c1, Cc1cncc(C)c1. Starting materials: NC1=NOC=C1 (3-aminoisoxazole), BrC=1C(=CC(=C(C1)N1C(C=CC2=CC(=CC=C12)S(=O)(=O)Cl)=O)OC)Cl (1-(5-bromo-4-chloro-2-methoxyphenyl)-2-oxo-1,2-dihydroquinoline-6-sulfonyl chloride), [Li+].C[Si](C)(C)[N-][Si](C)(C)C (LiHMDS), ice, [Cl-].[NH4+] (ammonium chloride). Solvent: C1CCOC1 (THF), C1CCOC1 (THF). Yields the product BrC=1C(=CC(=C(C1)N1C(C=CC2=CC(=CC=C12)S(=O)(=O)NC1=NOC=C1)=O)OC)Cl (1-(5-bromo-4-chloro-2-methoxyphenyl)-N-(isoxazol-3-yl)-2-oxo-1,2-dihydroquinoline-6-sulfonamide). The yield is 34.3%. Reaction SMILES: [NH2:1][C:2]1[CH:6]=[CH:5][O:4][N:3]=1.[Br:7][C:8]1[C:9]([Cl:31])=[CH:10][C:11]([O:29][CH3:30])=[C:12]([N:14]2[C:23]3[C:18](=[CH:19][C:20]([S:24](Cl)(=[O:26])=[O:25])=[CH:21][CH:22]=3)[CH:17]=[CH:16][C:15]2=[O:28])[CH:13]=1.[Li+].C[Si]([N-][Si](C)(C)C)(C)C.[Cl-].[NH4+]>C1COCC1>[Br:7][C:8]1[C:9]([Cl:31])=[CH:10][C:11]([O:29][CH3:30])=[C:12]([N:14]2[C:23]3[C:18](=[CH:19][C:20]([S:24]([NH:1][C:2]4[CH:6]=[CH:5][O:4][N:3]=4)(=[O:26])=[O:25])=[CH:21][CH:22]=3)[CH:17]=[CH:16][C:15]2=[O:28])[CH:13]=1 |f:2.3,4.5|. Procedure details: A solution of 3-aminoisoxazole (0.041 ml, 0.548 mmol) and 1-(5-bromo-4-chloro-2-methoxyphenyl)-2-oxo-1,2-dihydroquinoline-6-sulfonyl chloride (0.254 g, 0.548 mmol) in THF (5.48 ml) was cooled to 0° C., at which point LiHMDS, 1.0M in THF (1.152 ml, 1.152 mmol) was added drop wise. After 40 minutes in the ice bath, the reaction was complete and ammonium chloride (sat aq) was added and the product was extracted with ethyl acetate (×3). The combined organics were dried over magnesium sulfate, filter... The reactants are Cc1cc2ncc(Br)cn2n1, C#Cc1cccc(F)c1. Product: Cc1cc2ncc(C#Cc3cccc(F)c3)cn2n1. RXN SMILES: [Br:1][c:2]1[cH:3][n:4][c:5]2[n:6]([cH:7]1)[n:8][c:9]([CH3:11])[cH:10]2.[C:12](#[CH:13])[c:14]1[cH:15][c:16]([F:20])[cH:17][cH:18][cH:19]1>>[c:2]1([C:13]#[C:12][c:14]2[cH:15][c:16]([F:20])[cH:17][cH:18][cH:19]2)[cH:3][n:4][c:5]2[n:6]([cH:7]1)[n:8][c:9]([CH3:11])[cH:10]2. Starting materials: O1C(CCCC1)ONC(=O)[C@@H](C\C=C\C1=CC=CC=C1)[C@H](C(=O)NN(S(=O)(=O)C(CN1C(C=2C(C1=O)C(C=CC2)=O)=O)=O)CC(C)C)CC(C)C ((E)-2(R)-[1(S)-[(tetrahydro-2(RS)-pyranyloxy)carbamoyl]-4-phenyl-3-butenyl]-2′-isobutyl-2′-(1,3-dioxo-2-phthalimidoethansulphonyl)-4-methylvalerohydrazide), O.NN (hydrazine hydrate). The solvent is C(C)O (ethanol). Run at time 2 hour. Product: NCCS(=O)(=O)N(NC([C@H](CC(C)C)[C@H](C\C=C\C1=CC=CC=C1)C(NOC1OCCCC1)=O)=O)CC(C)C ((E)-2′-(2-aminoethanesulphonyl)-2(R)-[1(S)-[(tetrahydro-2(RS)-pyranyloxy)carbamoyl]-4-phenyl-3-butenyl]-2′-isobutyl-4-methylvalerohydrazide). Isolated yield 72.5%. RXN SMILES: [O:1]1[CH2:6][CH2:5][CH2:4][CH2:3][CH:2]1[O:7][NH:8][C:9]([C@H:11]([C@@H:21]([CH2:48][CH:49]([CH3:51])[CH3:50])[C:22]([NH:24][N:25]([CH2:44][CH:45]([CH3:47])[CH3:46])[S:26]([C:29](=O)[CH2:30][N:31]1C(=O)C2C(=O)C=CC=C2C1=O)(=[O:28])=[O:27])=[O:23])[CH2:12]/[CH:13]=[CH:14]/[C:15]1[CH:20]=[CH:19][CH:18]=[CH:17][CH:16]=1)=[O:10].O.NN>C(O)C>[NH2:31][CH2:30][CH2:29][S:26]([N:25]([CH2:44][CH:45]([CH3:47])[CH3:46])[NH:24][C:22](=[O:23])[C@@H:21]([C@@H:11]([C:9](=[O:10])[NH:8][O:7][CH:2]1[CH2:3][CH2:4][CH2:5][CH2:6][O:1]1)[CH2:12]/[CH:13]=[CH:14]/[C:15]1[CH:16]=[CH:17][CH:18]=[CH:19][CH:20]=1)[CH2:48][CH:49]([CH3:51])[CH3:50])(=[O:28])=[O:27] |f:1.2|. Procedure details: A solution of 0.46 g of (E)-2(R)-[1(S)-[(tetrahydro-2(RS)-pyranyloxy)carbamoyl]-4-phenyl-3-butenyl]-2′-isobutyl-2′-(1,3-dioxo-2-phthalimidoethansulphonyl)-4-methylvalerohydrazide in 10 ml of ethanol was treated with 4.5 ml of hydrazine hydrate and stirred at room temperature for 2 hours. Evaporation gave a residue which was triturated with ethyl acetate and filtered. The filtrate was washed with water and saturated aqueous sodium chloride and then dried over anhydrous magnesium sulphate. The res...